This data is from the Open Reaction Database (ORD), a public repository of structured organic reaction records. The task is: describe an organic reaction: reactants, conditions, products, and yield The reactants are FC1=CC=C(C=C1)C=1N=C(SC1)SCC(=O)O ([4-(4-fluoro-phenyl)-thiazol-2-ylsulfanyl]-acetic acid), C(C)(C)NC(C)C (diisopropylamine). Product: FC1=CC=C(C=C1)C=1N=C(SC1)SCC(=O)N(C(C)C)C(C)C (2-[4-(4-Fluoro-phenyl)-thiazol-2-ylsulfanyl]-N,N-diisopropyl -acetamide). As a reaction SMILES: [F:1][C:2]1[CH:7]=[CH:6][C:5]([C:8]2[N:9]=[C:10]([S:13][CH2:14][C:15]([OH:17])=O)[S:11][CH:12]=2)=[CH:4][CH:3]=1.[CH:18]([NH:21][CH:22]([CH3:24])[CH3:23])([CH3:20])[CH3:19]>>[F:1][C:2]1[CH:3]=[CH:4][C:5]([C:8]2[N:9]=[C:10]([S:13][CH2:14][C:15]([N:21]([CH:22]([CH3:24])[CH3:23])[CH:18]([CH3:20])[CH3:19])=[O:17])[S:11][CH:12]=2)=[CH:6][CH:7]=1. Reported procedure: The title compound was prepared analogously as described in Example 30(d) from 100 mg (0.37 mmol) of [4-(4-fluoro-phenyl)-thiazol-2-ylsulfanyl]-acetic acid and 75.1 mg (0.74 mmol) of diisopropylamine. Yield: 57 mg. The reactants are C1(=CC=CC=C1)C(CCCBr)C1CC2=CC=CC=C2C1 (1-phenyl-1-(2-indanyl)-4bromobutane), CNCCC (methylpropylamine), C(C)O (ethanol). Reaction conditions: temperature 100 celsius. The product is C1(=CC=CC=C1)C(CCCC)(C1CC2=CC=CC=C2C1)NCCC (1-phenyl-1-(2-indanyl)-4-methyl-n-propylaminobutane). Reaction SMILES: [C:1]1([CH:7]([CH:12]2[CH2:20][C:19]3[C:14](=[CH:15][CH:16]=[CH:17][CH:18]=3)[CH2:13]2)[CH2:8][CH2:9][CH2:10]Br)[CH:6]=[CH:5][CH:4]=[CH:3][CH:2]=1.C[NH:22][CH2:23][CH2:24][CH3:25].[CH2:26](O)C>>[C:1]1([C:7]([NH:22][CH2:23][CH2:24][CH3:25])([CH:12]2[CH2:20][C:19]3[C:14](=[CH:15][CH:16]=[CH:17][CH:18]=3)[CH2:13]2)[CH2:8][CH2:9][CH2:10][CH3:26])[CH:6]=[CH:5][CH:4]=[CH:3][CH:2]=1. Procedure: A solution of 1-phenyl-1-(2-indanyl)-4bromobutane in ethanol was stirred at room temperature while methylpropylamine was added. The reaction mixture was stirred several hours at about 100°C. After cooling the reaction mixture to room temperature, the solvent was removed under reduced pressure, affording 1-phenyl-1-(2-indanyl)-4-methyl-n-propylaminobutane. Reactants: resultant mixture, FC1(C[C@@H](CC1)N[C@@H](C(=O)OC(C)(C)C)CC)F ((R)-tert-butyl 2-((R)-3,3-difluorocyclopentyl amino)butanoate), Cl (HCl). Run in CO (methanol). Conditions: temperature 0 celsius, time 3 hour. Yields the product FC1(C[C@@H](CC1)N[C@@H](C(=O)OC)CC)F ((R)-methyl 2-((R)-3,3-difluorocyclopentylamino)butanoate). Isolated yield 76.8%. RXN SMILES: [F:1][C:2]1([F:18])[CH2:6][CH2:5][C@@H:4]([NH:7][C@H:8]([CH2:16][CH3:17])[C:9]([O:11][C:12](C)(C)C)=[O:10])[CH2:3]1.Cl>CO>[F:1][C:2]1([F:18])[CH2:6][CH2:5][C@@H:4]([NH:7][C@H:8]([CH2:16][CH3:17])[C:9]([O:11][CH3:12])=[O:10])[CH2:3]1. Procedure details: (R)-tert-butyl 2-((R)-3,3-difluorocyclopentyl amino)butanoate (1.0 g, 3.798 mmol) was dissolved in methanol (70 mL) and cooled down to 0° C. The resultant mixture was saturated with HCl gas, then stirred at room temperature for 3 hours. The reaction mixture was warmed to 40° C. for 90 minutes then concentrated under reduced pressure. The residue was partitioned between DCM and an aqueous solution of NaHCO3. The aqueous phase was extracted with DCM three times, dried over magnesium sulfate and co... The reactants are CC#N, O=C(CCl)N1CCN(C2CCC2)CC1, Clc1ncnc2c1CCNCC2, Cl, Cl, [I-], [K+], [K+], [Na+], O=C([O-])[O-]. The product is O=C(CN1CCc2ncnc(Cl)c2CC1)N1CCN(C2CCC2)CC1. As a reaction SMILES: [CH3:37][C:38]#[N:39].[Cl:15][CH2:16][C:17](=[O:18])[N:19]1[CH2:20][CH2:21][N:22]([CH:25]2[CH2:26][CH2:27][CH2:28]2)[CH2:23][CH2:24]1.[Cl:3][c:4]1[n:5][cH:6][n:7][c:8]2[c:14]1[CH2:13][CH2:12][NH:11][CH2:10][CH2:9]2.[ClH:1].[ClH:2].[I-:35].[K+:29].[K+:30].[Na+:36].[O-:31][C:32]([O-:33])=[O:34]>>[Cl:3][c:4]1[n:5][cH:6][n:7][c:8]2[c:14]1[CH2:13][CH2:12][N:11]([CH2:16][C:17](=[O:18])[N:19]1[CH2:20][CH2:21][N:22]([CH:25]3[CH2:26][CH2:27][CH2:28]3)[CH2:23][CH2:24]1)[CH2:10][CH2:9]2. As a reaction SMILES: [F:1][c:2]1[c:3]([NH:20][S:21](=[O:22])(=[O:23])[CH2:24][CH2:25][CH3:26])[cH:4][cH:5][c:6]([F:19])[c:7]1[CH:8]([c:9]1[cH:10][nH:11][c:12]2[n:13][cH:14][cH:15][n:16][c:17]12)[OH:18].[O:27]1[CH2:28][CH2:29][CH2:30][CH2:31]1>>[F:1][c:2]1[c:3]([NH:20][S:21](=[O:22])(=[O:23])[CH2:24][CH2:25][CH3:26])[cH:4][cH:5][c:6]([F:19])[c:7]1[C:8]([c:9]1[cH:10][nH:11][c:12]2[n:13][cH:14][cH:15][n:16][c:17]12)=[O:18]. Product: CCCS(=O)(=O)Nc1ccc(F)c(C(=O)c2c[nH]c3nccnc23)c1F. Reactants: CCCS(=O)(=O)Nc1ccc(F)c(C(O)c2c[nH]c3nccnc23)c1F, C1CCOC1. The reactants are C([O-])([O-])=O.[Li+].[Li+] (lithium carbonate), [Br-].[Li+] (lithium bromide), C(C1=CC=CC=C1)(=O)OOC(C1=CC=CC=C1)=O (dibenzoylperoxide), COC(CCNC(C1=CC=C(C=C1)CC(C=1SC=C(N1)C1=CC=C(C=C1)OC(F)(F)F)C1=CC=C(C=C1)Cl)=O)=O (3-(4-{2-(4-chlorophenyl)-2-[4-(4-trifluoromethoxyphenyl)thiazol-2-yl]ethyl}benzoylamino)propionic acid methyl ester), product, BrN1C(CCC1=O)=O (N-bromosuccinimide). Solvent: ClC(Cl)(Cl)Cl (tetrachloromethane). Yields the product COC(CCNC(C1=CC=C(C=C1)C=C(C=1SC=C(N1)C1=CC=C(C=C1)OC(F)(F)F)C1=CC=C(C=C1)Cl)=O)=O (3-(4-{2-(4-chlorophenyl)-2-[4-(4-trifluoromethoxyphenyl)-thiazol-2-yl]vinyl}benzoylamino)propionic acid methyl ester). Reaction SMILES: [CH3:1][O:2][C:3](=[O:40])[CH2:4][CH2:5][NH:6][C:7](=[O:39])[C:8]1[CH:13]=[CH:12][C:11]([CH2:14][CH:15]([C:32]2[CH:37]=[CH:36][C:35]([Cl:38])=[CH:34][CH:33]=2)[C:16]2[S:17][CH:18]=[C:19]([C:21]3[CH:26]=[CH:25][C:24]([O:27][C:28]([F:31])([F:30])[F:29])=[CH:23][CH:22]=3)[N:20]=2)=[CH:10][CH:9]=1.BrN1C(=O)CCC1=O.C(OOC(=O)C1C=CC=CC=1)(=O)C1C=CC=CC=1.C(=O)([O-])[O-].[Li+].[Li+].[Br-].[Li+]>ClC(Cl)(Cl)Cl>[CH3:1][O:2][C:3](=[O:40])[CH2:4][CH2:5][NH:6][C:7](=[O:39])[C:8]1[CH:13]=[CH:12][C:11]([CH:14]=[C:15]([C:32]2[CH:33]=[CH:34][C:35]([Cl:38])=[CH:36][CH:37]=2)[C:16]2[S:17][CH:18]=[C:19]([C:21]3[CH:26]=[CH:25][C:24]([O:27][C:28]([F:30])([F:31])[F:29])=[CH:23][CH:22]=3)[N:20]=2)=[CH:10][CH:9]=1 |f:3.4.5,6.7|. Procedure details: To a mixture of 3-(4-{2-(4-chlorophenyl)-2-[4-(4-trifluoromethoxyphenyl)thiazol-2-yl]ethyl}benzoylamino)propionic acid methyl ester (the product from step 5) (0.15 g, 0.255 mmol), N-bromosuccinimide (50 mg, 0.28 mmol) in tetrachloromethane (9 mL) was added a catalytic amount of dibenzoylperoxide and the resulting mixture was stirred at reflux for 4 hours. After cooling, the mixture was concentrated in vacuo and the residue was partitioned between ethyl acetate and water. The aqueous phase was ex...